This data is from the Open Reaction Database (ORD), a public repository of structured organic reaction records. The task is: describe an organic reaction: reactants, conditions, products, and yield Reactants: O (water), [H-].[Al+3].[Li+].[H-].[H-].[H-] (Lithium aluminium hydride), FC(C1=CC=C(C=C1)/C=C/C=1OC=C(N1)COC1=CC=C(C=C1)CCCCN1N=NC(=C1)C(=O)OCC)(F)F (ethyl 1-(4-{4-[(2-{(E)-2-[4-(trifluoromethyl)phenyl]ethenyl}-1,3-oxazol-4-yl)methoxy]phenyl}butyl)-1H-1,2,3-triazole-4-carboxylate), C(C)OCC (diethyl ether). Solvent: C1CCOC1 (THF). Reaction conditions: time 30 minute. Product: FC(C1=CC=C(C=C1)/C=C/C=1OC=C(N1)COC1=CC=C(C=C1)CCCCN1N=NC(=C1)CO)(F)F ([1-(4-{4-[(2-{(E)-2-[4-(trifluoromethyl)phenyl]ethenyl}-1,3-oxazol-4-yl)methoxy]phenyl}butyl)-1H-1,2,3-triazol-4-yl]methanol). Yield: 94.3%. Reaction SMILES: [H-].[Al+3].[Li+].[H-].[H-].[H-].[F:7][C:8]([F:45])([F:44])[C:9]1[CH:14]=[CH:13][C:12](/[CH:15]=[CH:16]/[C:17]2[O:18][CH:19]=[C:20]([CH2:22][O:23][C:24]3[CH:29]=[CH:28][C:27]([CH2:30][CH2:31][CH2:32][CH2:33][N:34]4[CH:38]=[C:37]([C:39](OCC)=[O:40])[N:36]=[N:35]4)=[CH:26][CH:25]=3)[N:21]=2)=[CH:11][CH:10]=1.C(OCC)C.O>C1COCC1>[F:45][C:8]([F:7])([F:44])[C:9]1[CH:10]=[CH:11][C:12](/[CH:15]=[CH:16]/[C:17]2[O:18][CH:19]=[C:20]([CH2:22][O:23][C:24]3[CH:29]=[CH:28][C:27]([CH2:30][CH2:31][CH2:32][CH2:33][N:34]4[CH:38]=[C:37]([CH2:39][OH:40])[N:36]=[N:35]4)=[CH:26][CH:25]=3)[N:21]=2)=[CH:13][CH:14]=1 |f:0.1.2.3.4.5|. Procedure: Lithium aluminium hydride (35 mg) was added to a solution of ethyl 1-(4-{4-[(2-{(E)-2-[4-(trifluoromethyl)phenyl]ethenyl}-1,3-oxazol-4-yl)methoxy]phenyl}butyl)-1H-1,2,3-triazole-4-carboxylate (500 mg) in THF (10 ml) at 0° C., and the mixture was stirred for 30 min. After the reaction was completed, the reaction mixture was combined with diethyl ether and water and filtered with Celite. The solvent was evaporated under reduced pressure, and the residue was recrystallized from ethyl acetate-hexane... Reactants: N1N=CC(=C1)B1OC(C)(C)C(C)(C)O1 (4-pyrazoleboronic acid pinacol ester), COCC1CO1 (glycidyl methyl ether). Run at temperature 98 celsius. Yields the product COCC(CN1N=CC(=C1)B1OC(C(O1)(C)C)(C)C)O (1-Methoxy-3-[4-(4,4,5,5-tetramethyl-[1,3,2]dioxaborolan-2-yl)-pyrazol-1-yl]-propan-2-ol). Yield: 108.4%. RXN SMILES: [NH:1]1[CH:5]=[C:4]([B:6]2[O:14][C:11]([CH3:13])([CH3:12])[C:8]([CH3:10])([CH3:9])[O:7]2)[CH:3]=[N:2]1.[CH3:15][O:16][CH2:17][CH:18]1[O:20][CH2:19]1>>[CH3:15][O:16][CH2:17][CH:18]([OH:20])[CH2:19][N:2]1[CH:3]=[C:4]([B:6]2[O:7][C:8]([CH3:9])([CH3:10])[C:11]([CH3:13])([CH3:12])[O:14]2)[CH:5]=[N:1]1. Reported procedure: A mixture of 4-pyrazoleboronic acid pinacol ester (4.24 g, 21.9 mmol) and glycidyl methyl ether (7.94 g, 76.6 mmol) was heated to 98° C. for 4 h. It was cooled to r.t. and concentrated in vacuo to give the title compound (6.7 g, quantitative) as a yellow oil. δH (CDCl3) 1.32 (12H, s), 3.37 (3H, s), 3.12-3.54 (3H, m), 4.08-4.37 (3H, m), 7.73 (1H, s), 7.80 (1H, s). Starting materials: N-(3,5-Difluoro-benzyl)-N′-[2-(3,4-dihydro-1H-isoguinolin-2-yl)-1-(1H-indol-3-ylmethyl)-2-oxo-ethyl]-2,2-dimethyl-malonamide, FC=1C=C(CNC(C(C(=O)NC(C(=O)N2CC3=CC=CC=C3CC2)CC2=CNC3=CC=CC=C23)C)=O)C=C(C1)F (N-(3,5-Difluoro-benzyl)-N′-[2-(3,4-dihydro-1H-isoquinolin-2-yl)-1-(1H-indol-3-ylmethyl)-2-oxo-ethyl]-2-methyl-malonamide), FC=1C=C(CNC(C(C(=O)O)(C)C)=O)C=C(C1)F (N-(3,5-difluoro-benzyl)-2,2-dimethyl-malonamic acid). Product: FC=1C=C(CNC(C(C(=O)NC(C(=O)N2CC3=CC=CC=C3CC2)CC2=CNC3=CC=CC=C23)(C)C)=O)C=C(C1)F (N-(3,5-Difluoro-benzyl)-N′-[2-(3,4-dihydro-1H-isoquinolin-2-yl)-1-(1H-indol-3-ylmethyl)-2-oxo-ethyl]-2,2-dimethyl-malonamide). Reaction SMILES: [F:1][C:2]1[CH:3]=[C:4]([CH:37]=[C:38]([F:40])[CH:39]=1)[CH2:5][NH:6][C:7](=[O:36])[CH:8]([CH3:35])[C:9]([NH:11][CH:12]([CH2:25][C:26]1[C:34]2[C:29](=[CH:30][CH:31]=[CH:32][CH:33]=2)[NH:28][CH:27]=1)[C:13]([N:15]1[CH2:24][CH2:23][C:22]2[C:17](=[CH:18][CH:19]=[CH:20][CH:21]=2)[CH2:16]1)=[O:14])=[O:10].F[C:42]1C=C(C=C(F)C=1)CNC(=O)C(C)(C)C(O)=O>>[F:1][C:2]1[CH:3]=[C:4]([CH:37]=[C:38]([F:40])[CH:39]=1)[CH2:5][NH:6][C:7](=[O:36])[C:8]([CH3:42])([CH3:35])[C:9]([NH:11][CH:12]([CH2:25][C:26]1[C:34]2[C:29](=[CH:30][CH:31]=[CH:32][CH:33]=2)[NH:28][CH:27]=1)[C:13]([N:15]1[CH2:24][CH2:23][C:22]2[C:17](=[CH:18][CH:19]=[CH:20][CH:21]=2)[CH2:16]1)=[O:14])=[O:10]. Procedure details: N-(3,5-Difluoro-benzyl)-N′-[2-(3,4-dihydro-1H-isoguinolin-2-yl)-1-(1H-indol-3-ylmethyl)-2-oxo-ethyl]-2,2-dimethyl-malonamide. MS: m/e=559.3 (M+H+), was prepared in analogy to N-(3,5-difluoro-benzyl)-N′-[2-(3,4-dihydro-1H-isoquinolin-2-yl)-1-(1H-indol-3-ylmethyl)-2-oxo-ethyl]-2-methyl-malonamide (example 16) from N-(3,5-difluoro-benzyl)-2,2-dimethyl-malonamic acid.